This data is from the Open Reaction Database (ORD), a public repository of structured organic reaction records. The task is: describe an organic reaction: reactants, conditions, products, and yield Reactants: Cl.Cl.ClC=1C=C(C=CC1)N1C(N(C2=C(C=NC=3C(=CC=CC23)OC)C1=O)C1CCNCC1)=O (3-(3-chloro-phenyl)-7-methoxy-1-piperidin-4-yl-1H-pyrimido[5,4-c]quinoline-2,4-dione.dihydrochloride), C(C)N=C=O (ethyl isocyanate). Yields the product C(C)NC(=O)N1CCC(CC1)N1C(N(C(C=2C=NC=3C(=CC=CC3C21)OC)=O)C2=CC(=CC=C2)Cl)=O (4-[3-(3-Chloro-phenyl)-7-methoxy-2,4-dioxo-3,4-dihydro-2H-pyrimido[5,4-c]quinolin-1-yl]-piperidine-1-carboxylic acid ethylamide). As a reaction SMILES: Cl.Cl.[Cl:3][C:4]1[CH:5]=[C:6]([N:10]2[C:25](=[O:26])[C:14]3[CH:15]=[N:16][C:17]4[C:18]([O:23][CH3:24])=[CH:19][CH:20]=[CH:21][C:22]=4[C:13]=3[N:12]([CH:27]3[CH2:32][CH2:31][NH:30][CH2:29][CH2:28]3)[C:11]2=[O:33])[CH:7]=[CH:8][CH:9]=1.[CH2:34]([N:36]=[C:37]=[O:38])[CH3:35]>>[CH2:34]([NH:36][C:37]([N:30]1[CH2:31][CH2:32][CH:27]([N:12]2[C:13]3[C:22]4[CH:21]=[CH:20][CH:19]=[C:18]([O:23][CH3:24])[C:17]=4[N:16]=[CH:15][C:14]=3[C:25](=[O:26])[N:10]([C:6]3[CH:7]=[CH:8][CH:9]=[C:4]([Cl:3])[CH:5]=3)[C:11]2=[O:33])[CH2:28][CH2:29]1)=[O:38])[CH3:35] |f:0.1.2|. Procedure details: 4-[3-(3-Chloro-phenyl)-7-methoxy-2,4-dioxo-3,4-dihydro-2H-pyrimido[5,4-c]quinolin-1-yl]-piperidine-1-carboxylic acid ethylamide (40 mg) was prepared according to general procedure H from 3-(3-chloro-phenyl)-7-methoxy-1-piperidin-4-yl-1H-pyrimido[5,4-c]quinoline-2,4-dione.dihydrochloride (50 mg, 0.1 mmol) and ethyl isocyanate. LCMS: m/z 508 [M+1]+. Yields the product CN1C(=NC=2C1=NC(=CC2)C2=CC=CC=C2)COC2=CC=C(CC1C(NC(S1)=O)=O)C=C2 (5-{4-(3-Methyl-5-phenylimidazo[5,4-b]pyridin-2-yl-methoxy)benzyl}thiazolidine-2,4-dione). The solvent is O (water). The yield is 72.1%. Procedure: A procedure similar to that described in Example 12 was repeated, except that 0.9 g of 5-{4-(3-methyl-5-phenylimidazo[5,4-b]pyridin-2-ylmethoxy)benzyl}-3-triphenylmethylthiazolidine-2,4-dione (prepared as described in Preparation 111) was treated with 36 ml of a 3:1 by volume mixture of acetic acid and water. After working up the product as described in Example 12, the resulting crude product was crystallized by trituration with ethyl acetate, to give 420 mg of the title compound, melting at 211... Reaction SMILES: [CH3:1][N:2]1[C:6]2=[N:7][C:8]([C:11]3[CH:16]=[CH:15][CH:14]=[CH:13][CH:12]=3)=[CH:9][CH:10]=[C:5]2[N:4]=[C:3]1[CH2:17][O:18][C:19]1[CH:51]=[CH:50][C:22]([CH2:23][CH:24]2[S:28][C:27](=[O:29])[N:26](C(C3C=CC=CC=3)(C3C=CC=CC=3)C3C=CC=CC=3)[C:25]2=[O:49])=[CH:21][CH:20]=1.C(O)(=O)C>O>[CH3:1][N:2]1[C:6]2=[N:7][C:8]([C:11]3[CH:12]=[CH:13][CH:14]=[CH:15][CH:16]=3)=[CH:9][CH:10]=[C:5]2[N:4]=[C:3]1[CH2:17][O:18][C:19]1[CH:51]=[CH:50][C:22]([CH2:23][CH:24]2[S:28][C:27](=[O:29])[NH:26][C:25]2=[O:49])=[CH:21][CH:20]=1. Reactants: CN1C(=NC=2C1=NC(=CC2)C2=CC=CC=C2)COC2=CC=C(CC1C(N(C(S1)=O)C(C1=CC=CC=C1)(C1=CC=CC=C1)C1=CC=CC=C1)=O)C=C2 (5-{4-(3-methyl-5-phenylimidazo[5,4-b]pyridin-2-ylmethoxy)benzyl}-3-triphenylmethylthiazolidine-2,4-dione), C(C)(=O)O (acetic acid). Reactants: Cl.CNC([C@@H](N)CC1=CC=CC=C1)=O (N-methyl-L-phenylalanine amide hydrochloride), OCCNCCC(C)C (N-(2-hydroxyethyl)isoamylamine), C(=O)(N1C=NC=C1)N1C=NC=C1 (1,1′-carbonyldiimidazole), N1C=NC=C1 (imidazole). Solvent: O1CCCC1 (tetrahydrofuran), O1CCCC1 (tetrahydrofuran). Product: OCCN(C(N[C@H](C(=O)NC)CC1=CC=CC=C1)=O)CCC(C)C ((2S)-2-[3-(2-Hydroxyethyl)-3-isoamylureido]-N-methyl-3-phenylpropionamide). Yield: 93.0%. As a reaction SMILES: Cl.[CH3:2][NH:3][C:4](=[O:14])[C@H:5]([CH2:7][C:8]1[CH:13]=[CH:12][CH:11]=[CH:10][CH:9]=1)[NH2:6].[C:15](N1C=CN=C1)(N1C=CN=C1)=[O:16].N1C=CN=C1.[OH:32][CH2:33][CH2:34][NH:35][CH2:36][CH2:37][CH:38]([CH3:40])[CH3:39]>O1CCCC1>[OH:32][CH2:33][CH2:34][N:35]([CH2:36][CH2:37][CH:38]([CH3:40])[CH3:39])[C:15](=[O:16])[NH:6][C@@H:5]([CH2:7][C:8]1[CH:13]=[CH:12][CH:11]=[CH:10][CH:9]=1)[C:4]([NH:3][CH3:2])=[O:14] |f:0.1|. Reported procedure: In anhydrous tetrahydrofuran (7 ml) are suspended N-methyl-L-phenylalanine amide hydrochloride (Reference compound No. 8-2, 429 mg), 1,1′-carbonyldiimidazole (422 mg) and imidazole (136 mg) under a nitrogen atmosphere, and the suspension is stirred at room temperature for 20 minutes. A solution of N-(2-hydroxyethyl)isoamylamine (Reference compound No. 13-2, 525 mg) in anhydrous tetrahydrofuran (3 ml) is added to the reaction mixture, and the mixture is refluxed for 0.5 hour. The reaction mixture... Reactants: COc1ccc(OC)c(C(=O)O)c1, O=S(Cl)Cl. The product is COc1ccc(OC)c(C(=O)Cl)c1. As a reaction SMILES: [CH3:1][O:2][c:3]1[c:4]([C:5](=[O:6])[OH:7])[cH:8][c:9]([O:12][CH3:13])[cH:10][cH:11]1.[S:14]([Cl:15])([Cl:16])=[O:17]>>[CH3:1][O:2][c:3]1[c:4]([C:5](=[O:6])[Cl:16])[cH:8][c:9]([O:12][CH3:13])[cH:10][cH:11]1.